From a dataset of the Open Reaction Database (ORD), a public repository of structured organic reaction records. describe an organic reaction: reactants, conditions, products, and yield Procedure details: 10 g of 4-fluorobenzaldehyde was dropwise added at room temperature to a solution having 10.8 g of rhodanine and 20 g of sodium acetate suspended in 100 ml of acetic acid. The obtained mixture was reacted under reflux for two hours and then cooled to room temperature. Then, this reaction mixture was put into about 500 ml of water, and a solid product thereby obtained was collected by filtration, washed with water and dried to obtain 16.4 g of 5-(4-fluorobenzylidene)rhodanine. Product: FC1=CC=C(C=C2C(NC(S2)=S)=O)C=C1 (5-(4-fluorobenzylidene)rhodanine). The solvent is C(C)(=O)O (acetic acid). RXN SMILES: [F:1][C:2]1[CH:9]=[CH:8][C:5]([CH:6]=O)=[CH:4][CH:3]=1.[S:10]1[CH2:16][C:14](=[O:15])[NH:13][C:11]1=[S:12].C([O-])(=O)C.[Na+].O>C(O)(=O)C>[F:1][C:2]1[CH:9]=[CH:8][C:5]([CH:6]=[C:16]2[S:10][C:11](=[S:12])[NH:13][C:14]2=[O:15])=[CH:4][CH:3]=1 |f:2.3|. Starting materials: FC1=CC=C(C=O)C=C1 (4-fluorobenzaldehyde), O (water), S1C(=S)NC(=O)C1 (rhodanine), C(C)(=O)[O-].[Na+] (sodium acetate). Isolated yield 85.1%.